Dataset: the Open Reaction Database (ORD), a public repository of structured organic reaction records. Task: describe an organic reaction: reactants, conditions, products, and yield Reactants: C(C)(=O)O (acetic acid), C(C)(=O)[O-].[Na+] (sodium acetate), Cl.NC(C(=O)OCC)C(=O)OCC (diethyl 2-aminomalonate hydrochloride), O1N=CC=C1 (isoxazole). Solvent: C(C)O (ethanol), C(C)[O-].[Na+] (sodium ethanolate). Conditions: temperature 0 celsius, time 30 minute. Yields the product C(#N)C=CNC(C(=O)OCC)C(=O)OCC (diethyl 2-(2-cyanovinylamino)malonate). Yield: 59.7%. Reaction SMILES: O1[CH:5]=[CH:4][CH:3]=[N:2]1.C(O)(=O)C.C([O-])(=O)C.[Na+].Cl.[NH2:16][CH:17]([C:23]([O:25][CH2:26][CH3:27])=[O:24])[C:18]([O:20][CH2:21][CH3:22])=[O:19]>C(O)C.C([O-])C.[Na+]>[C:3]([CH:4]=[CH:5][NH:16][CH:17]([C:18]([O:20][CH2:21][CH3:22])=[O:19])[C:23]([O:25][CH2:26][CH3:27])=[O:24])#[N:2] |f:2.3,4.5,7.8|. Reported procedure: Into a 500-mL round-bottom flask was placed isoxazole (25 g, 354.76 mmol, 1.00 equiv, 98%) in ethanol (100 mL) and sodium ethanolate (124 mL, 21%). The resulting solution was stirred at 0° C. for 30 min. Then acetic acid (6.9 mL, 98%), sodium acetate (20.5 g, 244.91 mmol, 0.69 equiv, 98%) and diethyl 2-aminomalonate hydrochloride (48 g, 222.26 mmol, 0.63 equiv, 98%) were added. The resulting solution was allowed to react, with stirring, for an additional 48 h at room temperature, concentrated un...